From a dataset of the Open Reaction Database (ORD), a public repository of structured organic reaction records. describe an organic reaction: reactants, conditions, products, and yield Starting materials: COCCOC(C)(C)CSCc1c(C)c(OC)cc[n+]1-c1nc2ccc(C(F)(F)F)cc2[nH]1, CS(=O)(=O)O, CO. RXN SMILES: [CH3:1][O:2][c:3]1[c:4]([CH3:33])[c:5]([CH2:22][S:23][CH2:24][C:25]([CH3:26])([CH3:27])[O:28][CH2:29][CH2:30][O:31][CH3:32])[n+:6](-[c:9]2[nH:10][c:11]3[c:12]([n:13]2)[cH:14][cH:15][c:16]([C:18]([F:19])([F:20])[F:21])[cH:17]3)[cH:7][cH:8]1.[CH3:34][S:35]([OH:36])(=[O:37])=[O:38].[CH3:39][OH:40]>>[CH3:1][O:2][c:3]1[c:4]([CH3:33])[c:5]([CH2:22][S:23][CH2:24][C:25]([CH3:26])([CH3:27])[O:28][CH2:29][CH2:30][O:31][CH3:32])[n+:6](-[c:9]2[nH:10][c:11]3[c:12]([n:13]2)[cH:14][cH:15][c:16]([C:18]([F:19])([F:20])[F:21])[cH:17]3)[cH:7][cH:8]1.[CH3:34][S:35](=[O:36])(=[O:37])[O-:38]. Yields the product COCCOC(C)(C)CSCc1c(C)c(OC)cc[n+]1-c1nc2ccc(C(F)(F)F)cc2[nH]1, CS(=O)(=O)[O-]. Starting materials: C(C)(C)N(C(C)C)CC=1C=C(C(=O)N2CCN(CC2)S(=O)(=O)C2=CC3=CC=CC=C3C=C2)C=CC1 (1-(3-diisopropylaminomethylbenzoyl)-4-(2-naphthalenesulfonyl)piperazine), Cl (hydrochloric acid). Run in C(C)(=O)OCC (ethyl acetate). The product is Cl.C(C)(C)N(C(C)C)CC=1C=C(C(=O)N2CCN(CC2)S(=O)(=O)C2=CC3=CC=CC=C3C=C2)C=CC1 (1-(3-Diisopropylaminomethylbenzoyl)-4-(2-naphthalenesulfonyl)piperazine hydrochloride). RXN SMILES: [CH:1]([N:4]([CH2:8][C:9]1[CH:10]=[C:11]([CH:33]=[CH:34][CH:35]=1)[C:12]([N:14]1[CH2:19][CH2:18][N:17]([S:20]([C:23]2[CH:32]=[CH:31][C:30]3[C:25](=[CH:26][CH:27]=[CH:28][CH:29]=3)[CH:24]=2)(=[O:22])=[O:21])[CH2:16][CH2:15]1)=[O:13])[CH:5]([CH3:7])[CH3:6])([CH3:3])[CH3:2].[ClH:36]>C(OCC)(=O)C>[ClH:36].[CH:1]([N:4]([CH2:8][C:9]1[CH:10]=[C:11]([CH:33]=[CH:34][CH:35]=1)[C:12]([N:14]1[CH2:19][CH2:18][N:17]([S:20]([C:23]2[CH:32]=[CH:31][C:30]3[C:25](=[CH:26][CH:27]=[CH:28][CH:29]=3)[CH:24]=2)(=[O:22])=[O:21])[CH2:16][CH2:15]1)=[O:13])[CH:5]([CH3:7])[CH3:6])([CH3:2])[CH3:3] |f:3.4|. Procedure details: To 1-(3-diisopropylaminomethylbenzoyl)-4-(2-naphthalenesulfonyl)piperazine (215 mg) was added 4 N hydrochloric acid in ethyl acetate solution (5 ml), and the precipitated hydrochlorides were filtered to give the title compound (219 mg). The reactants are C1(CC1)[C@@H](N[S@@](=O)C(C)(C)C)C=1C=NC(=CC1)C(F)(F)F ((S)-N-((R)-cyclopropyl(6-(trifluoromethyl)pyridin-3-yl)methyl)-2-methylpropane-2-sulfinamide), O1CCOCC1 (Dioxane), C(C)O (Ethanol), Cl (Hydrogen chloride). Reaction conditions: time 30 minute. Product: C1(CC1)[C@H](N)C=1C=NC(=CC1)C(F)(F)F ((S)-Cyclopropyl(6-(trifluoromethyl)pyridin-3-yl)methanamine). Reaction SMILES: [CH:1]1([C@H:4]([C:12]2[CH:13]=[N:14][C:15]([C:18]([F:21])([F:20])[F:19])=[CH:16][CH:17]=2)[NH:5][S@](C(C)(C)C)=O)[CH2:3][CH2:2]1.C(O)C.Cl.O1CCOCC1>>[CH:1]1([C@@H:4]([C:12]2[CH:13]=[N:14][C:15]([C:18]([F:21])([F:19])[F:20])=[CH:16][CH:17]=2)[NH2:5])[CH2:3][CH2:2]1. Reported procedure: (S)-N-((R)-cyclopropyl(6-(trifluoromethyl)pyridin-3-yl)methyl)-2-methylpropane-2-sulfinamide (0.245 g, 0.000765 mol), Ethanol (2.7 g, 0.059 mol), and 4.0 M of Hydrogen chloride in Dioxane (2.7 mL, 0.011 mol) are combined and stirred for 30 minutes. The mixture is allowed to stir overnight. The solvent is removed and the residue is dissolved in ethanol. After washing with ethanol 3 more times, the mixture is concentrated and the residue is dried under high vacuum overnight to obtain a solid. The product is CC(C)(C)OC(=O)N1CCN(Cc2ccncc2)CC1. Reactants: CC(C)(C)OC(=O)N1CCNCC1, CC(=O)O[BH-](OC(C)=O)OC(C)=O, CC(=O)O, ClCCCl, [Na+], O=Cc1ccncc1. RXN SMILES: [C:1](=[O:2])([O:3][C:4]([CH3:5])([CH3:6])[CH3:7])[N:8]1[CH2:9][CH2:10][NH:11][CH2:12][CH2:13]1.[C:22]([O:23][BH-:24]([O:25][C:26](=[O:27])[CH3:28])[O:29][C:30](=[O:31])[CH3:32])(=[O:33])[CH3:34].[CH3:36][C:37](=[O:38])[OH:39].[Cl:40][CH2:41][CH2:42][Cl:43].[Na+:35].[n:14]1[cH:15][cH:16][c:17]([CH:20]=[O:21])[cH:18][cH:19]1>>[C:1](=[O:2])([O:3][C:4]([CH3:5])([CH3:6])[CH3:7])[N:8]1[CH2:9][CH2:10][N:11]([CH2:20][c:17]2[cH:16][cH:15][n:14][cH:19][cH:18]2)[CH2:12][CH2:13]1. Starting materials: COC=1C=C2C=CC(=CC2=CC1)C(C(=O)[O-])C.[Na+] (sodium (±)-2-(6-methoxy-2-naphthyl)propionate), Cl (HCl), COC=1C=C2C=CC(=CC2=CC1)C=C (6-methoxy-2-vinylnaphthalene), CuCl2. The reagents and catalysts are Cl[Pd]Cl (PdCl2). Run in O1CCCC1 (tetrahydrofuran). Product: COC=1C=C2C=CC(=CC2=CC1)C(C(=O)[O-])C.[Na+] (sodium (±)-2-(6-methoxy-2-naphthyl)propionate), COC=1C=C2C=CC(=CC2=CC1)C(C(=O)O)C ((±)-2-(6-methoxy-2-naphthyl)propionic acid). RXN SMILES: COC1C=C2C(=CC=1)C=C(C=C)C=C2.Cl.[CH3:16][O:17][C:18]1[CH:19]=[C:20]2[C:25](=[CH:26][CH:27]=1)[CH:24]=[C:23]([CH:28]([CH3:32])[C:29]([O-:31])=[O:30])[CH:22]=[CH:21]2.[Na+:33]>Cl[Pd]Cl.O1CCCC1>[CH3:16][O:17][C:18]1[CH:19]=[C:20]2[C:25](=[CH:26][CH:27]=1)[CH:24]=[C:23]([CH:28]([CH3:32])[C:29]([O-:31])=[O:30])[CH:22]=[CH:21]2.[Na+:33].[CH3:16][O:17][C:18]1[CH:19]=[C:20]2[C:25](=[CH:26][CH:27]=1)[CH:24]=[C:23]([CH:28]([CH3:32])[C:29]([OH:31])=[O:30])[CH:22]=[CH:21]2 |f:2.3,6.7|. Procedure details: Using 6-methoxy-2-vinylnaphthalene formed per (K) above, such as in (c) of the general procedure thereof, charge the following ingredients to a suitable reactor such as a 2-L Hastalloy C Parr reactor: 6-methoxy-2-vinylnaphthalene (MVN), PdCl2, CuCl2, tetrahydrofuran, aqueous HCl, and neomenthyldiphenylphosphine. Seal the reactor and purge several times with carbon monoxide. Then fill the reactor with carbon monoxide and apply heat to the reactor contents. Keep the temperature at about 90° C. whi...